This data is from the Open Reaction Database (ORD), a public repository of structured organic reaction records. The task is: describe an organic reaction: reactants, conditions, products, and yield Reactants: C(C)(=O)O (acetic acid), CN1C(=NC=C1)C=O (1-methyl-2-imidazole carboxaldehyde), C(#N)[BH3-].[Na+] (sodium cyanoborohydride), N1C(=NC=C1)CNCC1=CC2=C(N=C(N2CCC)CCCCN2CCCCC2)C=C1 ((1H-imidazol-2-ylmethyl)-[2-(4-piperidin-1-yl-butyl)-3-propyl-3H-benzimidazol-5-ylmethyl]-amine). Run in CO (methanol). Reaction conditions: time 4 day. Product: N1C(=NC=C1)CN(CC1=CC2=C(N=C(N2CCC)CCCCN2CCCCC2)C=C1)CC=1N(C=CN1)C ((1H-imidazol-2-ylmethyl)-(1-methyl-1H-imidazol-2-ylmethyl)-[2-(4-piperidin-1-yl-butyl)-3-propyl-3H-benzimidazol-5-ylmethyl]-amine). Isolated yield 105.8%. RXN SMILES: [NH:1]1[CH:5]=[CH:4][N:3]=[C:2]1[CH2:6][NH:7][CH2:8][C:9]1[CH:30]=[CH:29][C:12]2[N:13]=[C:14]([CH2:19][CH2:20][CH2:21][CH2:22][N:23]3[CH2:28][CH2:27][CH2:26][CH2:25][CH2:24]3)[N:15]([CH2:16][CH2:17][CH3:18])[C:11]=2[CH:10]=1.[CH3:31][N:32]1[CH:36]=[CH:35][N:34]=[C:33]1[CH:37]=O.C([BH3-])#N.[Na+].C(O)(=O)C>CO>[NH:3]1[CH:4]=[CH:5][N:1]=[C:2]1[CH2:6][N:7]([CH2:37][C:33]1[N:32]([CH3:31])[CH:36]=[CH:35][N:34]=1)[CH2:8][C:9]1[CH:30]=[CH:29][C:12]2[N:13]=[C:14]([CH2:19][CH2:20][CH2:21][CH2:22][N:23]3[CH2:28][CH2:27][CH2:26][CH2:25][CH2:24]3)[N:15]([CH2:16][CH2:17][CH3:18])[C:11]=2[CH:10]=1 |f:2.3|. Procedure details: The compound (429.5 mg) obtained in Example 61-4 was dissolved in methanol (21.5 ml) and added with 1-methyl-2-imidazole carboxaldehyde (173.6 mg) and sodium cyanoborohydride (132.1 mg). After the solution was adjusted to pH 4 with acetic acid, the whole was stirred at room temperature for 4 days. The reaction solution was concentrated under reduced pressure. The residue was dissolved in chloroform and washed with a 1 mol/l sodium hydroxide aqueous solution and a saturated saline solution. Then,...